This data is from the Open Reaction Database (ORD), a public repository of structured organic reaction records. The task is: describe an organic reaction: reactants, conditions, products, and yield The reactants are CI (methyliodide), C(C)(C)NC(C)C (Diisoproylamine), C(CCC)[Li].CCCCCC (n-butyllithium hexane), [N+](#[C-])C1CC2=C(C(C3=C1C=CC=C3)=C)C=CC=C2 (10-isocyano-5-methylene-10,11-dihydro-5H-dibenzo[a,d]cycloheptene), C(C)(C)[N-]C(C)C.[Li+] (lithium diisopropylamide). The solvent is O1CCCC1 (tetrahydrofuran), O1CCCC1 (tetrahydrofuran). Reaction conditions: time 5 minute. The product is [N+](#[C-])C1(CC2=C(C(C3=C1C=CC=C3)=C)C=CC=C2)C (10-isocyano-10-methyl-5-methylene-10,11-dihydro-5H-dibenzo[a,d]cyclohepten). Yield: 86.2%. Reaction SMILES: [CH:1]([NH:4][CH:5]([CH3:7])[CH3:6])(C)C.C([Li])CCC.CCCCCC.[N+](C1[C:27]2[CH:28]=[CH:29][CH:30]=[CH:31][C:26]=2[C:25](=[CH2:32])[C:24]2[CH:33]=[CH:34][CH:35]=[CH:36][C:23]=2C1)#[C-].C([N-]C(C)C)(C)C.[Li+].CI>O1CCCC1>[N+:4]([C:5]1([CH3:7])[C:23]2[CH:36]=[CH:35][CH:34]=[CH:33][C:24]=2[C:25](=[CH2:32])[C:26]2[CH:27]=[CH:28][CH:29]=[CH:30][C:31]=2[CH2:6]1)#[C-:1] |f:1.2,4.5|. Procedure details: Diisoproylamine (1.1 g, 10.9 mmole) in 25 ml of dry tetrahydrofuran was stirred in a dry ice/acetone bath. Under a nitrogen blanket, this solution was treated with n-butyllithium/hexane (5.0 ml of 2.2 M solution) added dropwise over 10 minutes. After 5 minutes, a solution of 10-isocyano-5-methylene-10,11-dihydro-5H-dibenzo[a,d]cycloheptene (2.4 g, 10.4 mmole) in 25 ml of dry tetrahydrofuran was added dropwise (over 45 minutes) to the lithium diisopropylamide solution. The resulting deep red solu...